describe an organic reaction: reactants, conditions, products, and yield From a dataset of the Open Reaction Database (ORD), a public repository of structured organic reaction records. Starting materials: C(C)(C)(C)[Si](OC(C)C(C(=O)[O-])=C)(C)C (2-[1-(t-butyldimethyl-silyloxy)ethyl]acrylate), COC1=CC=C(CN)C=C1 (4-methoxybenzylamine). Solvent: CO (methanol). Conditions: time 2 day. Yields the product [Si](C)(C)(C(C)(C)C)O[C@H](C)[C@H]1C(N(C1)CC1=CC=C(C=C1)OC)=O ((3S*)-3-[(1R*)-1-(t-butyldimethylsilyloxy)ethyl]-1-(4-methoxybenzyl)azetidin-2-one). The yield is 66.6%. RXN SMILES: [C:1]([Si:5]([CH3:15])([CH3:14])[O:6][CH:7]([C:9](=[CH2:13])[C:10]([O-:12])=O)[CH3:8])([CH3:4])([CH3:3])[CH3:2].[CH3:16][O:17][C:18]1[CH:25]=[CH:24][C:21]([CH2:22][NH2:23])=[CH:20][CH:19]=1>CO>[Si:5]([O:6][C@@H:7]([C@@H:9]1[CH2:13][N:23]([CH2:22][C:21]2[CH:24]=[CH:25][C:18]([O:17][CH3:16])=[CH:19][CH:20]=2)[C:10]1=[O:12])[CH3:8])([C:1]([CH3:2])([CH3:3])[CH3:4])([CH3:15])[CH3:14]. Procedure: To a solution of ethyl (2-[1-(t-butyldimethyl-silyloxy)ethyl]acrylate (5 g) in methanol (100 ml) was added 4-methoxybenzylamine (2.65 g) at room temperature. After two days, the solvent was evaporated and the residual methanol was azeotropically removed using toluene. To the residual product was added tetrahydrofuran (387 ml) and the solution was stirred at room temperature. To this solution was added dropwise mesitylmagnesium bromide in tetrahydrofuran (1M, 31 ml) at room temperature. After sti... Reactants: [C-]#N, [C-]#N, CC(C)(C)OC(=O)N1CCc2ccc(OS(=O)(=O)C(F)(F)F)cc2CC1, CN(C)C=O, CCOC(C)=O, [Zn+2]. The product is CC(C)(C)OC(=O)N1CCc2ccc(C#N)cc2CC1. Reaction SMILES: [C-:38]#[N:39].[C-:41]#[N:42].[C:1]([CH3:2])([CH3:3])([CH3:4])[O:5][C:6](=[O:7])[N:8]1[CH2:9][CH2:10][c:11]2[c:12]([cH:15][cH:16][c:17]([O:19][S:20]([C:21]([F:22])([F:23])[F:24])(=[O:25])=[O:26])[cH:18]2)[CH2:13][CH2:14]1.[CH3:27][N:28]([CH3:29])[CH:30]=[O:31].[CH3:32][CH2:33][O:34][C:35](=[O:36])[CH3:37].[Zn+2:40]>>[C:1]([CH3:2])([CH3:3])([CH3:4])[O:5][C:6](=[O:7])[N:8]1[CH2:9][CH2:10][c:11]2[c:12]([cH:15][cH:16][c:17]([C:27]#[N:28])[cH:18]2)[CH2:13][CH2:14]1. As a reaction SMILES: F[C:2]1[CH:7]=[CH:6][CH:5]=[CH:4][C:3]=1[N+:8]([O-])=O.[NH2:11][C:12]1[CH:20]=[CH:19][CH:18]=[CH:17][C:13]=1[C:14]([OH:16])=O>>[CH:17]1[C:13]2[C:14](=[O:16])[NH:8][C:3]3[CH:4]=[CH:5][CH:6]=[CH:7][C:2]=3[NH:11][C:12]=2[CH:20]=[CH:19][CH:18]=1. The yield is 30.9%. The reactants are FC1=C(C=CC=C1)[N+](=O)[O-] (2-Fluoronitrobenzene), NC1=C(C(=O)O)C=CC=C1 (2-aminobenzoic acid). Procedure details: 2-Fluoronitrobenzene (847 g, 6 mmol) and 2-aminobenzoic acid (274 mg, 2.0 mmol) were reacted according to GP7 to give 130 mg of the title compound (160FE15A). The product is C1=CC=CC=2NC3=C(NC(C21)=O)C=CC=C3 (5,10-Dihydro-dibenzo[b,e][1,4]diazepine-11-one).